From a dataset of the Open Reaction Database (ORD), a public repository of structured organic reaction records. describe an organic reaction: reactants, conditions, products, and yield The reactants are COc1cc(CCN2CCN(CCCc3ccccc3)CC2)ccc1OCc1ccccc1, CO. Yields the product COc1cc(CCN2CCN(CCCc3ccccc3)CC2)ccc1O. As a reaction SMILES: [CH2:1]([c:2]1[cH:3][cH:4][cH:5][cH:6][cH:7]1)[O:8][c:9]1[c:10]([O:32][CH3:33])[cH:11][c:12]([CH2:13][CH2:14][N:15]2[CH2:16][CH2:17][N:18]([CH2:21][CH2:22][CH2:23][c:24]3[cH:25][cH:26][cH:27][cH:28][cH:29]3)[CH2:19][CH2:20]2)[cH:30][cH:31]1.[CH3:34][OH:35]>>[OH:8][c:9]1[c:10]([O:32][CH3:33])[cH:11][c:12]([CH2:13][CH2:14][N:15]2[CH2:16][CH2:17][N:18]([CH2:21][CH2:22][CH2:23][c:24]3[cH:25][cH:26][cH:27][cH:28][cH:29]3)[CH2:19][CH2:20]2)[cH:30][cH:31]1. The reactants are CCOC(=O)C1Cc2cc(OC)ccc2C1=O, CCO, [Cl-], [K+], [K+], [K+], [K+], O=CC(O)C(O)C(O)C(O)CO, O=P([O-])(O)O, O=P([O-])([O-])O. RXN SMILES: [CH3:28][O:29][c:30]1[cH:31][c:32]2[c:36]([cH:37][cH:38]1)[C:35](=[O:39])[CH:34]([C:40](=[O:41])[O:42][CH2:43][CH3:44])[CH2:33]2.[CH3:45][CH2:46][OH:47].[Cl-:26].[K+:18].[K+:24].[K+:25].[K+:27].[O:1]=[CH:2][CH:3]([CH:4]([CH:5]([CH:6]([CH2:7][OH:8])[OH:9])[OH:10])[OH:11])[OH:12].[P:13]([O-:14])([OH:15])([OH:16])=[O:17].[P:19]([O-:20])([O-:21])([OH:22])=[O:23]>>[CH3:28][O:29][c:30]1[cH:31][c:32]2[c:36]([cH:37][cH:38]1)[CH:35]([OH:39])[CH:34]([C:40](=[O:41])[O:42][CH2:43][CH3:44])[CH2:33]2. Yields the product CCOC(=O)C1Cc2cc(OC)ccc2C1O. The reactants are CC1=CC(=C(C=2NC3=CC=CC=C3C12)SC)CC(=O)OC(C)(C)C (tert-butyl (4-methyl-1-methylthiocarbazol-2-yl)acetate), [N+](=O)([O-])C=1C=C(CBr)C=CC1 (3-nitrobenzyl bromide). The product is CC1=CC(=C(C=2N(C3=CC=CC=C3C12)CC1=CC(=CC=C1)[N+](=O)[O-])SC)CC(=O)OC(C)(C)C (tert-Butyl [4-Methyl-1-methylthio-9-(3-nitrobenzyl)carbazol-2-yl]acetate). Yield: 83.0%. Reaction SMILES: [CH3:1][C:2]1[C:14]2[C:13]3[C:8](=[CH:9][CH:10]=[CH:11][CH:12]=3)[NH:7][C:6]=2[C:5]([S:15][CH3:16])=[C:4]([CH2:17][C:18]([O:20][C:21]([CH3:24])([CH3:23])[CH3:22])=[O:19])[CH:3]=1.[N+:25]([C:28]1[CH:29]=[C:30]([CH:33]=[CH:34][CH:35]=1)[CH2:31]Br)([O-:27])=[O:26]>>[CH3:1][C:2]1[C:14]2[C:13]3[C:8](=[CH:9][CH:10]=[CH:11][CH:12]=3)[N:7]([CH2:31][C:30]3[CH:33]=[CH:34][CH:35]=[C:28]([N+:25]([O-:27])=[O:26])[CH:29]=3)[C:6]=2[C:5]([S:15][CH3:16])=[C:4]([CH2:17][C:18]([O:20][C:21]([CH3:24])([CH3:23])[CH3:22])=[O:19])[CH:3]=1. Procedure details: Following a procedure and using relative proportions of starting materials similar to those described in Example 4, but using tert-butyl (4-methyl-1-methylthiocarbazol-2-yl)acetate and 3-nitrobenzyl bromide as starting materials, the title compound was obtained in a yield of 83% as an oil. Starting materials: C(C1=CC=CC=C1)=O (benzaldehyde), Cl.C1(=CC=CC=C1)N(N)C1=CC=CC=C1 (N,N-diphenylhydrazine hydrochloride), O (water). The solvent is O1CCCC1 (tetrahydrofuran). Conditions: time 3 hour. Yields the product C1(=CC=CC=C1)N(N=CC1=CC=CC=C1)C1=CC=CC=C1 (benzaldehyde N,N-diphenylhydrazone). RXN SMILES: [CH:1](=O)[C:2]1[CH:7]=[CH:6][CH:5]=[CH:4][CH:3]=1.Cl.[C:10]1([N:16]([C:18]2[CH:23]=[CH:22][CH:21]=[CH:20][CH:19]=2)[NH2:17])[CH:15]=[CH:14][CH:13]=[CH:12][CH:11]=1.O>O1CCCC1>[C:10]1([N:16]([C:18]2[CH:23]=[CH:22][CH:21]=[CH:20][CH:19]=2)[N:17]=[CH:1][C:2]2[CH:7]=[CH:6][CH:5]=[CH:4][CH:3]=2)[CH:11]=[CH:12][CH:13]=[CH:14][CH:15]=1 |f:1.2|. Reported procedure: In 500 parts of tetrahydrofuran were dissolved 23.8 parts of 4- 5-(5H-dibenzo b,f!azepinyl)!benzaldehyde and 26.5 parts of N,N-diphenylhydrazine hydrochloride. This solution was stirred at room temperature for 3 hours. After completion of the reaction, the reaction mixture was poured into 2,000 parts of water, and the crystals precipitated were taken out by filtration. The crystals obtained were washed with ethyl alcohol and then dried at reduced pressure. The crystals dried were dissolved in 10... Starting materials: C(CCCCC)OC=1C(OC2=C(C1O)C=C(C=C2)O)=O (3-hexyloxy-4,6-dihydroxy-2H-1-benzopyran-2-one), C(C)(=O)OCCCBr (3-bromopropyl acetate). As a reaction SMILES: [CH2:1]([O:7][C:8]1[C:9](=[O:20])[O:10][C:11]2[CH:18]=[CH:17][C:16]([OH:19])=[CH:15][C:12]=2[C:13]=1[OH:14])[CH2:2][CH2:3][CH2:4][CH2:5][CH3:6].[C:21]([O:24][CH2:25][CH2:26][CH2:27]Br)(=[O:23])[CH3:22]>>[CH2:1]([O:7][C:8]1[C:9](=[O:20])[O:10][C:11]2[CH:18]=[CH:17][C:16]([O:19][CH2:27][CH2:26][CH2:25][O:24][C:21](=[O:23])[CH3:22])=[CH:15][C:12]=2[C:13]=1[OH:14])[CH2:2][CH2:3][CH2:4][CH2:5][CH3:6]. Product: C(CCCCC)OC=1C(OC2=C(C1O)C=C(C=C2)OCCCOC(C)=O)=O (3-hexyloxy-4-hydroxy-6-(3-acetoxypropoxy)-2H-1-benzopyran-2-one). Reported procedure: In the same manner as in Reference Example 1, except that an equimolar amount of 3-hexyloxy-4,6-dihydroxy-2H-1-benzopyran-2-one was used in place of 3-ethoxy-4,5-dihydroxy-2H-1-benzopyran-2-one, and 3-bromopropyl acetate was used in place of 2-bromoethyl acetate in Reference Example 1, 3-hexyloxy-4-hydroxy-6-(3-acetoxypropoxy)-2H-1-benzopyran-2-one was obtained. The reactants are ClC1=NC(=NC(=C1OC1=C(C=CC(=C1)OC)Cl)C)N1CCOCC1 (4-[4-chloro-5-(2-chloro-5-methoxy-phenoxy )-6-methyl-pyrimidin-2-yl]-morpholine), [K].C(C)(C)C=1C=CC(=NC1)S(=O)(=O)N (5-isopropyl-pyridine-2-sulphonamide potassium). Solvent: CS(=O)C (dimethyl sulphoxide). Yields the product ClC1=C(OC=2C(=NC(=NC2C)N2CCOCC2)NS(=O)(=O)C2=NC=C(C=C2)C(C)C)C=C(C=C1)OC (5-isopropyl-pyridine-2-sulphonic acid 5-(2-chloro-5-methoxy-phenoxy )-6-methyl-2-morpholin-4-yl-pyrimidin-4-ylamide). Isolated yield 77.6%. Reaction SMILES: Cl[C:2]1[C:7]([O:8][C:9]2[CH:14]=[C:13]([O:15][CH3:16])[CH:12]=[CH:11][C:10]=2[Cl:17])=[C:6]([CH3:18])[N:5]=[C:4]([N:19]2[CH2:24][CH2:23][O:22][CH2:21][CH2:20]2)[N:3]=1.[K].[CH:26]([C:29]1[CH:30]=[CH:31][C:32]([S:35]([NH2:38])(=[O:37])=[O:36])=[N:33][CH:34]=1)([CH3:28])[CH3:27]>CS(C)=O>[Cl:17][C:10]1[CH:11]=[CH:12][C:13]([O:15][CH3:16])=[CH:14][C:9]=1[O:8][C:7]1[C:2]([NH:38][S:35]([C:32]2[CH:31]=[CH:30][C:29]([CH:26]([CH3:28])[CH3:27])=[CH:34][N:33]=2)(=[O:37])=[O:36])=[N:3][C:4]([N:19]2[CH2:24][CH2:23][O:22][CH2:21][CH2:20]2)=[N:5][C:6]=1[CH3:18] |f:1.2,^1:24|. Procedure details: 9.2 g of 4-[4-chloro-5-(2-chloro-5-methoxy-phenoxy )-6-methyl-pyrimidin-2-yl]-morpholine and 17.8 g of 5-isopropyl-pyridine-2-sulphonamide potassium in 130 ml of dry dimethyl sulphoxide were heated to 120° C. under argon for 16 hours. Thereafter, the dimethyl sulphoxide was distilled off, the residue was partitioned between ethyl acetate and 1 N hydrochloric acid and the organic phase was washed neutral. The organic phase was dried, the solvent was evaporated and the residue was recrystallized f... Starting materials: COC(CC1=CC2=CC=C(C=C2C(=C1C)CC1=CC=C(C=C1)OCC1=CC=CC=C1)F)=O ([4-(4-benzyloxy-benzyl)-6-fluoro-3-methyl-naphthalen-2-yl]-acetic acid methyl ester). Reagents/catalysts: [Pd] (palladium on carbon). The solvent is C(C)O (ethanol). Conditions: time 8 hour. Product: COC(CC1=CC2=CC=C(C=C2C(=C1C)CC1=CC=C(C=C1)O)F)=O ([6-fluoro-4-(4-hydroxy-benzyl)-3-methyl-naphthalen-2-yl]-acetic acid methyl ester). The yield is 120.3%. RXN SMILES: [CH3:1][O:2][C:3](=[O:32])[CH2:4][C:5]1[C:14]([CH3:15])=[C:13]([CH2:16][C:17]2[CH:22]=[CH:21][C:20]([O:23]CC3C=CC=CC=3)=[CH:19][CH:18]=2)[C:12]2[C:7](=[CH:8][CH:9]=[C:10]([F:31])[CH:11]=2)[CH:6]=1>C(O)C.[Pd]>[CH3:1][O:2][C:3](=[O:32])[CH2:4][C:5]1[C:14]([CH3:15])=[C:13]([CH2:16][C:17]2[CH:18]=[CH:19][C:20]([OH:23])=[CH:21][CH:22]=2)[C:12]2[C:7](=[CH:8][CH:9]=[C:10]([F:31])[CH:11]=2)[CH:6]=1. Procedure: A round-bottom flask was charged with [4-(4-benzyloxy-benzyl)-6-fluoro-3-methyl-naphthalen-2-yl]-acetic acid methyl ester (4.17 g, 9.73 mmol) in ethanol (250 mL). A full spatula scoop of 10% palladium on carbon was added into the reaction flask. The reaction mixture was stirred under hydrogen gas at atmospheric pressure overnight at room temperature. The reaction mixture was then filtered through a bed of celite. The filtrate was concentrated to afford 3.96 g (100%) of [6-fluoro-4-(4-hydroxy-ben... The reactants are [K+], NOS(=O)(=O)O, [OH-], c1ccc2[nH]cnc2c1. Yields the product Nn1cnc2ccccc21. RXN SMILES: [K+:2].[NH2:12][O:13][S:14]([OH:15])(=[O:16])=[O:17].[OH-:1].[cH:3]1[cH:4][cH:5][c:6]2[nH:7][cH:8][n:9][c:10]2[cH:11]1>>[cH:3]1[cH:4][cH:5][c:6]2[n:7]([NH2:12])[cH:8][n:9][c:10]2[cH:11]1. Starting materials: OC=1C=CC=C2CCC(CC12)=O (8-hydroxy-2-tetralone), [N+](=O)([O-])C1=C(C=CC=C1)S(=O)(=O)N(CC1=CC=C(C=C1)CN)CC1=NC=CC=C1 (N-(2-nitrobenzenesulfonyl)-N-(2-pyridinylmethyl)-1,4-benzenedimethanamine), [BH-](OC(=O)C)(OC(=O)C)OC(=O)C.[Na+] (NaBH(OAc)3). Solvent: C(Cl)Cl (CH2Cl2), C(C)(=O)O (acetic acid). The product is [N+](=O)([O-])C1=C(C=CC=C1)S(=O)(=O)N(CC1=CC=C(C=C1)CNC1CC2=C(C=CC=C2CC1)O)CC1=NC=CC=C1 (N-(2-nitrobenzenesulfonyl)-N-(2-pyridinylmethyl)-N′-(8-hydroxy-1,2,3,4-tetrahydro-2-naphthalenyl)-1,4-benzenedimethanamine). Isolated yield 105.3%. RXN SMILES: [OH:1][C:2]1[CH:3]=[CH:4][CH:5]=[C:6]2[C:11]=1[CH2:10][C:9](=O)[CH2:8][CH2:7]2.[N+:13]([C:16]1[CH:21]=[CH:20][CH:19]=[CH:18][C:17]=1[S:22]([N:25]([CH2:35][C:36]1[CH:41]=[CH:40][CH:39]=[CH:38][N:37]=1)[CH2:26][C:27]1[CH:32]=[CH:31][C:30]([CH2:33][NH2:34])=[CH:29][CH:28]=1)(=[O:24])=[O:23])([O-:15])=[O:14].[BH-](OC(C)=O)(OC(C)=O)OC(C)=O.[Na+]>C(Cl)Cl.C(O)(=O)C>[N+:13]([C:16]1[CH:21]=[CH:20][CH:19]=[CH:18][C:17]=1[S:22]([N:25]([CH2:35][C:36]1[CH:41]=[CH:40][CH:39]=[CH:38][N:37]=1)[CH2:26][C:27]1[CH:32]=[CH:31][C:30]([CH2:33][NH:34][CH:9]2[CH2:8][CH2:7][C:6]3[C:11](=[C:2]([OH:1])[CH:3]=[CH:4][CH:5]=3)[CH2:10]2)=[CH:29][CH:28]=1)(=[O:23])=[O:24])([O-:15])=[O:14] |f:2.3|. Procedure details: Using General Procedure B: Reaction of 8-hydroxy-2-tetralone (110 mg, 0.68 mmol), N-(2-nitrobenzenesulfonyl)-N-(2-pyridinylmethyl)-1,4-benzenedimethanamine (280 mg, 0.68 mmol) and NaBH(OAc)3 (287 mg, 1.4 mmol) in a mixture of CH2Cl2 (10 mL) and acetic acid (0.2 mL) for 18 hours gave, after work-up, ˜400 mg (quant. yield) of the title compound as a yellow foam. Reagents/catalysts: [Zn] (zinc), BrC(C)Br (dibromoethane). Yield: 32.2%. Run in O1CCCC1 (tetrahydrofuran), O1CCCC1 (tetrahydrofuran), O1CCCC1 (tetrahydrofuran). Conditions: time 20 minute. Procedure: In 10 ml of tetrahydrofuran was suspended 1.3 g of zinc (powder), to which dibromoethane (2 drops) was added. The mixture was heated under reflux for 5 minutes, to which trimethylsilane chloride was added. The mixture was further heated under reflux for 5 minutes, to which a solution of 1.9 g of 4-fluorobenzyl bromide dissolved in 20 ml of tetrahydrofuran was slowly added with heating under reflux, followed by stirring for 20 minutes. (The solution thus obtained is referred to as solution Q). In... Starting materials: [Cl-].C[SiH](C)C (trimethylsilane chloride), ClC1=NC=NC(=C1)Cl (4,6-dichloropyrimidine), dichlorobistriphenylphosphine palladium, O (water), FC1=CC=C(CBr)C=C1 (4-fluorobenzyl bromide), solution Q, solution Q. Yields the product ClC1=NC=NC(=C1)CC1=CC=C(C=C1)F (4-chloro-6-(4-fluorobenzyl)pyrimidine). As a reaction SMILES: [Cl-].C[SiH](C)C.[F:6][C:7]1[CH:14]=[CH:13][C:10]([CH2:11]Br)=[CH:9][CH:8]=1.[Cl:15][C:16]1[CH:21]=[C:20](Cl)[N:19]=[CH:18][N:17]=1.O>O1CCCC1.BrC(Br)C.[Zn]>[Cl:15][C:16]1[CH:21]=[C:20]([CH2:11][C:10]2[CH:13]=[CH:14][C:7]([F:6])=[CH:8][CH:9]=2)[N:19]=[CH:18][N:17]=1 |f:0.1|.